This data is from the Open Reaction Database (ORD), a public repository of structured organic reaction records. The task is: describe an organic reaction: reactants, conditions, products, and yield The reactants are CC(=O)OC(C)=O, Cc1c(Cl)c(C(F)(F)F)nn1CC(=O)N1CCN(c2ccc(Cl)c(N(C)C)c2)CC1, ClCCl, c1ccncc1. The product is CC(=O)Nc1cc(N2CCN(C(=O)Cn3nc(C(F)(F)F)c(Cl)c3C)CC2)ccc1Cl. Reaction SMILES: [CH3:37][C:38]([O:39][C:41]([CH3:42])=[O:43])=[O:40].[Cl:1][c:2]1[c:3]([N:28]([CH3:29])[CH3:30])[cH:4][c:5]([N:8]2[CH2:9][CH2:10][N:11]([C:14]([CH2:15][n:16]3[n:17][c:18]([C:23]([F:24])([F:25])[F:26])[c:19]([Cl:22])[c:20]3[CH3:21])=[O:27])[CH2:12][CH2:13]2)[cH:6][cH:7]1.[Cl:44][CH2:45][Cl:46].[cH:31]1[cH:32][cH:33][n:34][cH:35][cH:36]1>>[Cl:1][c:2]1[c:3]([NH:28][C:41]([CH3:42])=[O:43])[cH:4][c:5]([N:8]2[CH2:9][CH2:10][N:11]([C:14]([CH2:15][n:16]3[n:17][c:18]([C:23]([F:24])([F:25])[F:26])[c:19]([Cl:22])[c:20]3[CH3:21])=[O:27])[CH2:12][CH2:13]2)[cH:6][cH:7]1.